From a dataset of the Open Reaction Database (ORD), a public repository of structured organic reaction records. describe an organic reaction: reactants, conditions, products, and yield Starting materials: FC1=CC=C(C=C1)C1=NOC2=C1C(CCC2)=O (6,7-dihydro-3-(4-fluorophenyl)-1,2-benzisoxazol-4(5H)-one), FC1=CC=C(C=NO)C=C1 (4-fluorobenzaldehyde oxime), ClCCCI (1-chloro-3-iodopropane), C(C)(C)[N-]C(C)C.[Li+] (lithium diisopropylamide). Run in C1CCOC1 (THF), O (water). Reaction conditions: temperature -78 celsius. Yields the product ClCCCC1CCC2=C(C(=NO2)C2=CC=C(C=C2)F)C1=O (5-(3-Chloropropyl)-6,7-dihydro-3-(4-fluorophenyl)-1,2-benzisoxazol-4(5H)-one). RXN SMILES: FC1C=CC(C=NO)=CC=1.[F:11][C:12]1[CH:17]=[CH:16][C:15]([C:18]2[C:22]3[C:23](=[O:27])[CH2:24][CH2:25][CH2:26][C:21]=3[O:20][N:19]=2)=[CH:14][CH:13]=1.C([N-]C(C)C)(C)C.[Li+].[Cl:36][CH2:37][CH2:38][CH2:39]I>C1COCC1.O>[Cl:36][CH2:37][CH2:38][CH2:39][CH:24]1[C:23](=[O:27])[C:22]2[C:18]([C:15]3[CH:14]=[CH:13][C:12]([F:11])=[CH:17][CH:16]=3)=[N:19][O:20][C:21]=2[CH2:26][CH2:25]1 |f:2.3|. Procedure: In a similar manner to that of Examples 7a-d starting with 4-fluorobenzaldehyde oxime, the starting ketone is prepared. In 170 ml anhydrous THF was dissolved 4.0 g 6,7-dihydro-3-(4-fluorophenyl)-1,2-benzisoxazol-4(5H)-one under nitrogen atmosphere with stirring. The solution was cooled to -78° C. and 17.3 ml lithium diisopropylamide (1.50 molar in cyclohexane) was added dropwise. The resulting solution was stirred for ten minutes at -78° C. and 2.2 ml 1-chloro-3-iodopropane was added. Upon warmi... Reactants: CCO, [H][H], O=c1c2ccccc2oc2c([N+](=O)[O-])cccc12. The product is Nc1cccc2c(=O)c3ccccc3oc12. Reaction SMILES: [CH3:21][CH2:22][OH:23].[H:19][H:20].[N+:1]([O-:2])(=[O:3])[c:4]1[cH:5][cH:6][cH:7][c:8]2[c:9](=[O:18])[c:10]3[cH:11][cH:12][cH:13][cH:14][c:15]3[o:16][c:17]12>>[NH2:1][c:4]1[cH:5][cH:6][cH:7][c:8]2[c:9](=[O:18])[c:10]3[cH:11][cH:12][cH:13][cH:14][c:15]3[o:16][c:17]12. The reactants are 2E, CN(C(=CC#N)SC)C (3-(Dimethylamino)-3-(methylthio)acrylonitrile), O.NN (hydrazine hydrate). Run in C(C)O (ethanol). Run at temperature 85 celsius. The product is CN(C1=CC(=NN1)N)C (N5,N5-Dimethyl-1H-pyrazole-3,5-diamine). The yield is 68.6%. RXN SMILES: [CH3:1][N:2]([CH3:9])[C:3](SC)=[CH:4][C:5]#[N:6].O.[NH2:11][NH2:12]>C(O)C>[CH3:1][N:2]([CH3:9])[C:3]1[NH:12][N:11]=[C:5]([NH2:6])[CH:4]=1 |f:1.2|. Procedure: A mixture of (2E or Z)-3-(dimethylamino)-3-(methylthio)acrylonitrile (Method 33, 9.525 g, 67 mmol) and hydrazine hydrate (10.06 g, 201 mmol) in ethanol (70 ml) was heated at 85° C. overnight. Solvent was removed. The residue was purified by silica gel column chromatography (by ISCO Combiflash with a gradient of 0-10% methanol in methylenechloride with 1% NH4OH). 5.8 g (69%) product as obtained brownish thick oil. LC-MS, 127 (M+1). NMR (DMSO, 400 MHz) δ9.51 (br, 1H), 4.67 (s, 1H), 2.62 (s, 6H). The reactants are N(=O)[O-].[Na+] (sodium nitrite), NC1=CC=C(C=C1)CC#N (4-aminobenzeneacetonitrile), Cl (hydrochloric acid). Run in O (water). Reaction conditions: time 20 minute. Product: Cl.N(N)C1=CC=C(C=C1)CC#N (4-Hydrazinobenzeneacetonitrile hydrochloride). RXN SMILES: [N:1]([O-])=O.[Na+].[NH2:5][C:6]1[CH:11]=[CH:10][C:9]([CH2:12][C:13]#[N:14])=[CH:8][CH:7]=1.[ClH:15]>O>[ClH:15].[NH:5]([C:6]1[CH:11]=[CH:10][C:9]([CH2:12][C:13]#[N:14])=[CH:8][CH:7]=1)[NH2:1] |f:0.1,5.6|. Procedure: A solution of sodium nitrite (4.0 g) in water (34 ml) was added dropwise at -5° to -2° to a suspension of 4-aminobenzeneacetonitrile (7.6 g) in concentrated hydrochloric acid (80 ml), and stirring was continued at -2° for 20 min. The mixture was filtered and the filtrate added dropwise at 0° to 5° to a solution of tin (II) chloride dihydrate (65 g) in concentrated hydrochloric acid (130 ml). The mixture was allowed to warm to room temperature overnight (17 h), and the precipitate was filtered of...